Dataset: the Open Reaction Database (ORD), a public repository of structured organic reaction records. Task: describe an organic reaction: reactants, conditions, products, and yield Starting materials: FC(CC(=O)C1=CC=CC=C1)(F)F (2-(trifluoromethyl)acetophenone), N1CCCC1 (pyrrolidine), CC1=NC(=C(C(=N1)Cl)[N+](=O)[O-])Cl (2-methyl-4,6-dichloro-5-nitropyrimidine), C(C)(C)N(C(C)C)CC (N,N-diisopropylethylamine), N1CCCCC1 (piperidine), Cl[Sn]Cl (SnCl2), FC(C1=C(C=CC=C1)C(=C)N1CCCC1)(F)F ([1-(2-(trifluoromethyl)phenyl)vinyl]pyrrolidine). The reagents and catalysts are Cl[Ti](Cl)(Cl)Cl (TiCl4). The solvent is CN(C)C=O (DMF), CCN(CC)CC (NEt3). Yields the product CC1NCCC(C1)C1=NC=C2C(N1)=CC(=N2)C2=C(C=CC=C2)C(F)(F)F (2-methyl-4-piperidyl-6-[2-(trifluoromethyl)phenyl]pyrrolo[3,2-d]pyrimidine). Yield: 19.0%. RXN SMILES: [F:1][C:2]([F:17])([F:16])[C:3]1[CH:8]=[CH:7][CH:6]=[CH:5][C:4]=1[C:9]([N:11]1[CH2:15][CH2:14]CC1)=[CH2:10].FC(F)(F)CC(C1C=CC=CC=1)=O.N1CCCC1.[CH3:36][C:37]1[N:42]=C(Cl)C([N+]([O-])=O)=[C:39](Cl)[N:38]=1.C([N:51]([CH2:55][CH3:56])[CH:52]([CH3:54])[CH3:53])(C)C.N1CCCCC1.Cl[Sn]Cl>CN(C=O)C.Cl[Ti](Cl)(Cl)Cl.CCN(CC)CC>[CH3:54][CH:52]1[CH2:53][CH:36]([C:37]2[NH:42][C:14]3=[CH:10][C:9]([C:4]4[CH:5]=[CH:6][CH:7]=[CH:8][C:3]=4[C:2]([F:1])([F:16])[F:17])=[N:11][C:15]3=[CH:39][N:38]=2)[CH2:56][CH2:55][NH:51]1. Procedure details: Using the method described in Example 30 by employing [1-(2-(trifluoromethyl)phenyl)vinyl]pyrrolidine (freshly prepared before use from 2-(trifluoromethyl)acetophenone (Aldrich Chemical Company), pyrrolidine and TiCl4 (1.19 g, 4.94 mmol), 2-methyl-4,6-dichloro-5-nitropyrimidine (Example 76(b)) (1.00 g, 4.94 mmol), N,N-diisopropylethylamine (0.9 mL, 4.94 mmol), piperidine (0.8 mL, 7.9 mmol), NEt3 (0.9 mL) and SnCl2 (15 mL of a 2 M soln in DMF). The residue was purified by flash chromatography on ... Starting materials: CO (methyl alcohol), S(=O)(=O)(OC(C)CCOC1=CC=CC=C1)C1=CC=C(C)C=C1 (4-phenoxy-2-butyl tosylate), CNC (dimethylamine), C(C)OCC (diethyl ether). The solvent is C(Cl)(Cl)Cl (chloroform). Yields the product CC(CCOC1=CC=CC=C1)N(C)C (1-methyl-3-phenoxypropyldimethylamine). Yield: 66.0%. RXN SMILES: CO.S(C1C=CC(C)=CC=1)(O[CH:7]([CH2:9][CH2:10][O:11][C:12]1[CH:17]=[CH:16][CH:15]=[CH:14][CH:13]=1)[CH3:8])(=O)=O.[CH3:25][NH:26][CH3:27].C(OCC)C>C(Cl)(Cl)Cl>[CH3:8][CH:7]([N:26]([CH3:27])[CH3:25])[CH2:9][CH2:10][O:11][C:12]1[CH:17]=[CH:16][CH:15]=[CH:14][CH:13]=1. Procedure: To 60 ml of absolute methyl alcohol were added 10 g of 4-phenoxy-2-butyl tosylate and 5.93 g of dimethylamine. The mixture was reacted in a sealed tube for one hour at 125° C. After the reaction solution was condensed under reduced pressure, 100 ml of diethyl ether was added into the solution and the solution was separated with 20% aqueous sodium hydroxide solution. The ether layer was dried with anhydrous sodium sulfate, and then the ether was removed under reduced pressure therefrom. The resid... Reactants: O=C([O-])[O-], CC(C)(C)OC(=O)c1ccc(-c2ccccc2)cc1NC(=O)c1cc(OCCBr)ccc1OCc1ccccc1, CCN1CCNCC1, CC(C)=O, [K+], [K+]. Product: CCN1CCN(CCOc2ccc(OCc3ccccc3)c(C(=O)Nc3cc(-c4ccccc4)ccc3C(=O)OC(C)(C)C)c2)CC1. RXN SMILES: [C:1](=[O:2])([O-:3])[O-:4].[CH2:15]([c:16]1[cH:17][cH:18][cH:19][cH:20][cH:21]1)[O:22][c:23]1[c:24]([C:25](=[O:26])[NH:27][c:28]2[c:29]([C:30](=[O:31])[O:32][C:33]([CH3:34])([CH3:35])[CH3:36])[cH:37][cH:38][c:39](-[c:41]3[cH:42][cH:43][cH:44][cH:45][cH:46]3)[cH:40]2)[cH:47][c:48]([O:51][CH2:52][CH2:53][Br:54])[cH:49][cH:50]1.[CH2:7]([CH3:8])[N:9]1[CH2:10][CH2:11][NH:12][CH2:13][CH2:14]1.[CH3:55][C:56](=[O:57])[CH3:58].[K+:5].[K+:6]>>[CH2:7]([CH3:8])[N:9]1[CH2:10][CH2:11][N:12]([CH2:53][CH2:52][O:51][c:48]2[cH:47][c:24]([C:25](=[O:26])[NH:27][c:28]3[c:29]([C:30](=[O:31])[O:32][C:33]([CH3:34])([CH3:35])[CH3:36])[cH:37][cH:38][c:39](-[c:41]4[cH:42][cH:43][cH:44][cH:45][cH:46]4)[cH:40]3)[c:23]([O:22][CH2:15][c:16]3[cH:17][cH:18][cH:19][cH:20][cH:21]3)[cH:50][cH:49]2)[CH2:13][CH2:14]1. Reactants: [Al], CCOC(C)=O, CC(Cl)Cl, COC(=O)c1ccc(C)c(-c2cnc3oc(-c4ccc(F)cc4)cc3c2)c1, O=C1CCC(=O)N1Br. Product: COC(=O)c1ccc(C)c(-c2cnc3oc(-c4ccc(F)cc4)c(Br)c3c2)c1. Reaction SMILES: [Al:36].[CH3:41][CH2:42][O:43][C:44]([CH3:45])=[O:46].[Cl:37][CH:38]([Cl:39])[CH3:40].[F:9][c:10]1[cH:11][cH:12][c:13](-[c:16]2[cH:17][c:18]3[c:19]([n:20][cH:21][c:22](-[c:24]4[cH:25][c:26]([C:27](=[O:28])[O:29][CH3:30])[cH:31][cH:32][c:33]4[CH3:34])[cH:23]3)[o:35]2)[cH:14][cH:15]1.[O:1]=[C:2]1[N:3]([Br:8])[C:4](=[O:5])[CH2:6][CH2:7]1>>[Br:8][c:17]1[c:16](-[c:13]2[cH:12][cH:11][c:10]([F:9])[cH:15][cH:14]2)[o:35][c:19]2[c:18]1[cH:23][c:22](-[c:24]1[cH:25][c:26]([C:27](=[O:28])[O:29][CH3:30])[cH:31][cH:32][c:33]1[CH3:34])[cH:21][n:20]2.